This data is from the Open Reaction Database (ORD), a public repository of structured organic reaction records. The task is: describe an organic reaction: reactants, conditions, products, and yield The reactants are [OH-].[Na+] (sodium hydroxide), C(#N)C1N(C1)CC1=CC=C(S1)C(=O)OC (2-cyano-1-(5-methoxycarbonyl-2-thenyl)-aziridine), ester. Solvent: CC(=O)C (acetone). Yields the product C(#N)C1N(C1)CC1=CC=C(S1)C(=O)O (2-cyano-1-(5-carboxy-2-thenyl)-aziridine). Yield: 61.0%. Reaction SMILES: [OH-].[Na+].[C:3]([CH:5]1[CH2:7][N:6]1[CH2:8][C:9]1[S:13][C:12]([C:14]([O:16]C)=[O:15])=[CH:11][CH:10]=1)#[N:4]>CC(C)=O>[C:3]([CH:5]1[CH2:7][N:6]1[CH2:8][C:9]1[S:13][C:12]([C:14]([OH:16])=[O:15])=[CH:11][CH:10]=1)#[N:4] |f:0.1|. Procedure: 95 ml. 0.1 N Aqueous sodium hydroxide solution are added dropwise, with stirring, to 2.1 g. 2-cyano-1-(5-methoxycarbonyl-2-thenyl)-aziridine (see Example 13a) in 21 ml. acetone. When no more ester can be detected by thin layer chromatography, the reaction mixture is evaporated in a vacuum, acidified with dilute hydrochloric acid and extracted with ethyl acetate. The evaporation residue is crystallized with diethyl ether. There is obtained 1.2 g (61% of theory) 2-cyano-1-(5-carboxy-2-thenyl)-azir...